From a dataset of the Open Reaction Database (ORD), a public repository of structured organic reaction records. describe an organic reaction: reactants, conditions, products, and yield Starting materials: C(C)OC(C(C1=CC(=C(C=C1)O)OC)=O)=O (4-hydroxy-3-methoxy-α-oxobenzeneacetic acid ethyl ester), BrCCCCl (1-bromo-3-chloropropane), C([O-])([O-])=O.[K+].[K+] (potassium carbonate). Run in CC(=O)C (acetone). Yields the product C(C)OC(C(C1=CC(=C(C=C1)OCCCCl)OC)=O)=O (4-(3-Chloropropoxy)-3-methoxy-α-oxobenzeneacetic acid ethyl ester). As a reaction SMILES: [CH2:1]([O:3][C:4](=[O:16])[C:5](=[O:15])[C:6]1[CH:11]=[CH:10][C:9]([OH:12])=[C:8]([O:13][CH3:14])[CH:7]=1)[CH3:2].Br[CH2:18][CH2:19][CH2:20][Cl:21].C(=O)([O-])[O-].[K+].[K+]>CC(C)=O>[CH2:1]([O:3][C:4](=[O:16])[C:5](=[O:15])[C:6]1[CH:11]=[CH:10][C:9]([O:12][CH2:18][CH2:19][CH2:20][Cl:21])=[C:8]([O:13][CH3:14])[CH:7]=1)[CH3:2] |f:2.3.4|. Reported procedure: A mixture of 1 mole of 4-hydroxy-3-methoxy-α-oxobenzeneacetic acid ethyl ester, 2 mole of 1-bromo-3-chloropropane and 3 mole of anhydrous potassium carbonate in 3 liters of acetone is heated at reflux for 20 hr. The mixture is cooled, filtered and the filtrate concentrated to give a solid residue. The solid is triturated with petroleum ether (30°-60° C.), collected by filtration and dried to give the title compound.